From a dataset of the Open Reaction Database (ORD), a public repository of structured organic reaction records. describe an organic reaction: reactants, conditions, products, and yield Reactants: N1CCC1 (azetidine), ClCCC1OC2=C(C(N(C1)C)=S)C=CC=N2 (2-(2-chloroethyl)-2,5-dihydro-4-methylpyrido[3,2-f]-1,4-oxazepine-5(4H)-thione), CS(=O)C (dimethylsulfoxide), C([O-])([O-])=O.[K+].[K+] (potassium carbonate), N1CCC1 (azetidine), N1CCC1 (azetidine). Conditions: time 8 hour. Yields the product C(\C=C\C(=O)O)(=O)O.N1(CCC1)CCC1OC2=C(C(N(C1)C)=S)C=CC=N2 (2-[2-(1-Azetidinyl)ethyl]-2,3-dihydro-4-methylpyrido[3,2-f][1,4]oxazepine-5(4H)-thione fumarate). Isolated yield 31.0%. Reaction SMILES: Cl[CH2:2][CH2:3][CH:4]1[CH2:10][N:9]([CH3:11])[C:8](=[S:12])[C:7]2[CH:13]=[CH:14][CH:15]=[N:16][C:6]=2[O:5]1.[C:17](=[O:20])([O-:19])[O-].[K+].[K+].[NH:23]1[CH2:26][CH2:25][CH2:24]1.CS(C)=[O:29]>>[C:6]([OH:29])(=[O:5])/[CH:7]=[CH:13]/[C:17]([OH:19])=[O:20].[N:23]1([CH2:2][CH2:3][CH:4]2[CH2:10][N:9]([CH3:11])[C:8](=[S:12])[C:7]3[CH:13]=[CH:14][CH:15]=[N:16][C:6]=3[O:5]2)[CH2:26][CH2:25][CH2:24]1 |f:1.2.3,6.7|. Reported procedure: To 5.0 g (0.0914 mole) of 2-(2-chloroethyl)-2,5-dihydro-4-methylpyrido[3,2-f]-1,4-oxazepine-5(4H)-thione dissolved in 50 ml of dimethylsulfoxide was added 8.04 g (0.058 mole) of potassium carbonate and 1.21 g (0.021 mole) of azetidine. The reaction mixture was stirred at room temperature for 8 hr after which was added 0.5 g (0.009 mole) of azetidine and the mixture was stirred overnight at room temperature. An additional 0.3 g (0.005 mole of azetidine was added and stirring was continued for 24 ... The reactants are FC12C(NC=3C=CC=CC3C1CCC2)=O (3a-fluoro-1,2,3,3a,5,9b-hexahydrocyclopenta[c]quinolin-4-one), COC=1C=CC(=CC1)P2(=S)SP(=S)(S2)C=3C=CC(=CC3)OC (Lawesson's reagent). The solvent is C1CCOC1 (THF). Reaction conditions: time 1 hour. Yields the product FC12C(NC=3C=CC=CC3C1CCC2)=S (3a-Fluoro-1,2,3,3a,5,9b-hexahydrocyclopenta[c]quinoline-4-thione). As a reaction SMILES: [F:1][C:2]12[CH2:14][CH2:13][CH2:12][CH:11]1[C:10]1[CH:9]=[CH:8][CH:7]=[CH:6][C:5]=1[NH:4][C:3]2=O.COC1C=CC(P2(SP(C3C=CC(OC)=CC=3)(=S)S2)=[S:25])=CC=1>C1COCC1>[F:1][C:2]12[CH2:14][CH2:13][CH2:12][CH:11]1[C:10]1[CH:9]=[CH:8][CH:7]=[CH:6][C:5]=1[NH:4][C:3]2=[S:25]. Reported procedure: A solution of 150 mg (0.73 mmol) of 3a-fluoro-1,2,3,3a,5,9b-hexahydrocyclopenta[c]quinolin-4-one in 50 ml of THF is mixed with 607 mg (1.5 mmol) of Lawesson's reagent. After 1 hour of stirring at room temperature, the batch is refluxed for 2 hours. Then, the reaction mixture is concentrated by evaporation and the residue is purified by column chromatography on silica gel (eluant: hexane-ethyl acetate): 150 mg of product.